From a dataset of the Open Reaction Database (ORD), a public repository of structured organic reaction records. describe an organic reaction: reactants, conditions, products, and yield The reactants are CC(=O)OC(C)=O, O=C1CCCC(c2ccc(O)cc2)N1c1ccc(Cl)cc1. Yields the product CC(=O)Oc1ccc(C2CCCC(=O)N2c2ccc(Cl)cc2)cc1. As a reaction SMILES: [CH3:22][C:23](=[O:24])[O:25][C:26](=[O:27])[CH3:28].[Cl:1][c:2]1[cH:3][cH:4][c:5]([N:8]2[C:9](=[O:21])[CH2:10][CH2:11][CH2:12][CH:13]2[c:14]2[cH:15][cH:16][c:17]([OH:20])[cH:18][cH:19]2)[cH:6][cH:7]1>>[Cl:1][c:2]1[cH:3][cH:4][c:5]([N:8]2[C:9](=[O:21])[CH2:10][CH2:11][CH2:12][CH:13]2[c:14]2[cH:15][cH:16][c:17]([O:20][C:23]([CH3:22])=[O:24])[cH:18][cH:19]2)[cH:6][cH:7]1. Starting materials: O1CCOCC1 (1,4-dioxane), IC1=C2C=CN(C(C2=CC=C1)=O)[C@@H](C(=O)N)C ((R)-2-(5-iodo-1-oxoisoquinolin-2(1H)-yl)propanamide), C12(CC3CC(CC(C1)C3)C2)CN (1-adamantanemethylamine), N12CCCCCC2=NCCC1 (1,8-diazabicyclo[5.4.0]undec-7-ene). Reagents/catalysts: [C-]#[O+].[C-]#[O+].[C-]#[O+].[C-]#[O+].[C-]#[O+].[C-]#[O+].[Mo] (molybdenum hexacarbonyl), C(C)(=O)[O-].[Pd+2].C(C)(=O)[O-] (palladium acetate). Run at temperature 110 celsius. Yields the product C12(CC3CC(CC(C1)C3)C2)CNC(=O)C=2C=3C=CN(C(C3C=CC2)=O)[C@H](C)C(N)=O (2-((R)-1-Carbamoyl-ethyl)-1-oxo-1,2-dihydro-isoquinoline-5-carboxylic acid (adamantan-1-ylmethyl)-amide). Reaction SMILES: I[C:2]1[CH:11]=[CH:10][CH:9]=[C:8]2[C:3]=1[CH:4]=[CH:5][N:6]([C@H:13]([CH3:17])[C:14]([NH2:16])=[O:15])[C:7]2=[O:12].[C:18]12([CH2:28][NH2:29])[CH2:27][CH:22]3[CH2:23][CH:24]([CH2:26][CH:20]([CH2:21]3)[CH2:19]1)[CH2:25]2.N12CCCN=C1CCCCC2.[O:41]1CCOC[CH2:42]1>[C-]#[O+].[C-]#[O+].[C-]#[O+].[C-]#[O+].[C-]#[O+].[C-]#[O+].[Mo].C([O-])(=O)C.[Pd+2].C([O-])(=O)C>[C:18]12([CH2:28][NH:29][C:42]([C:2]3[C:3]4[CH:4]=[CH:5][N:6]([C@@H:13]([C:14](=[O:15])[NH2:16])[CH3:17])[C:7](=[O:12])[C:8]=4[CH:9]=[CH:10][CH:11]=3)=[O:41])[CH2:25][CH:24]3[CH2:23][CH:22]([CH2:21][CH:20]([CH2:26]3)[CH2:19]1)[CH2:27]2 |f:4.5.6.7.8.9.10,11.12.13|. Reported procedure: A 5-mL process vial was charged with (R)-2-(5-iodo-1-oxoisoquinolin-2(1H)-yl)propanamide (250 mg, 0.00073 mol), 1-adamantanemethylamine (400 mg, 0.002 mol), molybdenum hexacarbonyl (200 mg, 0.0007 mol), palladium acetate (20 mg, 0.00007 mol), 1,8-diazabicyclo[5.4.0]undec-7-ene (300 mg, 0.002 mol); and 1,4-dioxane (3 mL, 0.04 mol). The vessel was sealed under air and exposed to microwave heating for 15 min at 110° C. The reaction tube was thereafter cooled to room temperature, and the mixture was... Reactants: N (NH3), C(CCCCCCC\C=C/CCCCCCCC)C(C(C(O)CC1=CC=CC=C1)O)(O)CCCCCCCC\C=C/CCCCCCCC (Dioleylbenzylglycerol), CCO (EtOH), C1CCOC1 (THF). Run at temperature -65 celsius, time 15 minute. The product is C(CCCCCCC\C=C/CCCCCCCC)OCC(OCCCCCCCC\C=C/CCCCCCCC)CO (1,2-Dioleylglycerol). Isolated yield 90.0%. As a reaction SMILES: N.C([C:20]([CH2:33][CH2:34][CH2:35][CH2:36][CH2:37][CH2:38][CH2:39][CH2:40]/[CH:41]=[CH:42]\[CH2:43][CH2:44][CH2:45][CH2:46][CH2:47][CH2:48][CH2:49]C)([OH:32])C(O)C(CC1C=CC=CC=1)O)CCCCCCC/C=C\CCCCCCCC.[CH3:51][CH2:52][OH:53].[CH2:54]1C[O:57][CH2:56][CH2:55]1>>[CH2:52]([O:53][CH2:54][CH:55]([CH2:56][OH:57])[O:32][CH2:20][CH2:33][CH2:34][CH2:35][CH2:36][CH2:37][CH2:38][CH2:39]/[CH:40]=[CH:41]\[CH2:42][CH2:43][CH2:44][CH2:45][CH2:46][CH2:47][CH2:48][CH3:49])[CH2:51][CH2:20][CH2:33][CH2:34][CH2:35][CH2:36][CH2:37]/[CH:38]=[CH:39]\[CH2:40][CH2:41][CH2:42][CH2:43][CH2:44][CH2:45][CH2:46][CH3:47]. Reported procedure: A 250 ml flask equipped with a dry ice condenser and a dry ice-acetone bath was charged with anhydrous NH3 (140 ml). After cooling to -65° C. under N2 Li wire (1.35 g) was added in small pieces. Dioleylbenzylglycerol (10 g, .0146 mol) in THF (60 ml) and EtOH (12 g) was added over 30 minutes and then stirred at -65° C. for 15 minutes. The dry ice bath was removed and the reaction mass allowed to warm to room temperature, with evaporation of NH3. Water (100 ml) and heptane (150 ml) were added. The... Starting materials: COc1ccc(COC(=O)C(OC(=O)C(NC(=O)OCc2ccccc2)C(C)C)C(C)C)cc1, CCO, ClCCl. The product is CC(C)C(NC(=O)OCc1ccccc1)C(=O)OC(C(=O)O)C(C)C. Reaction SMILES: [CH2:1]([c:2]1[cH:3][cH:4][cH:5][cH:6][cH:7]1)[O:8][C:9](=[O:10])[NH:11][CH:12]([CH:13]([CH3:14])[CH3:15])[C:16](=[O:17])[O:18][CH:19]([C:20](=[O:21])[O:22][CH2:23][c:24]1[cH:25][cH:26][c:27]([O:28][CH3:29])[cH:30][cH:31]1)[CH:32]([CH3:33])[CH3:34].[CH3:35][CH2:36][OH:37].[Cl:38][CH2:39][Cl:40]>>[CH2:1]([c:2]1[cH:3][cH:4][cH:5][cH:6][cH:7]1)[O:8][C:9](=[O:10])[NH:11][CH:12]([CH:13]([CH3:14])[CH3:15])[C:16](=[O:17])[O:18][CH:19]([C:20](=[O:21])[OH:22])[CH:32]([CH3:33])[CH3:34]. Reactants: O=C(O)c1cc(Br)c(Br)o1, CCN(C(C)C)C(C)C, ClCCl, CC(C)(C)OC(=O)NCC(N)Cc1ccccc1. The product is CC(C)(C)OC(=O)NCC(Cc1ccccc1)NC(=O)c1cc(Br)c(Br)o1. RXN SMILES: [Br:1][c:2]1[cH:3][c:4]([C:8](=[O:9])[OH:10])[o:5][c:6]1[Br:7].[CH:11]([N:12]([CH:13]([CH3:14])[CH3:15])[CH2:16][CH3:17])([CH3:18])[CH3:19].[Cl:38][CH2:39][Cl:40].[NH2:20][CH:21]([CH2:22][NH:23][C:24]([O:25][C:26]([CH3:27])([CH3:28])[CH3:29])=[O:30])[CH2:31][c:32]1[cH:33][cH:34][cH:35][cH:36][cH:37]1>>[Br:1][c:2]1[cH:3][c:4]([C:8](=[O:10])[NH:20][CH:21]([CH2:22][NH:23][C:24]([O:25][C:26]([CH3:27])([CH3:28])[CH3:29])=[O:30])[CH2:31][c:32]2[cH:33][cH:34][cH:35][cH:36][cH:37]2)[o:5][c:6]1[Br:7].